Dataset: the Open Reaction Database (ORD), a public repository of structured organic reaction records. Task: describe an organic reaction: reactants, conditions, products, and yield Reactants: [OH-].[K+] (KOH), C(C)OC(NC(CC=1C=C2CCN(C2=C(C1)C(N)=O)CCCO[Si](C)(C)C(C)(C)C)C)=O ((2-{1-[3-(tert-Butyl-dimethyl-silanyloxy)-propyl]-7-carbamoyl-2,3-dihydro-1H-indol-5-yl}-1-methyl-ethyl)-carbamic acid ethyl ester). Run in C1(=CC=CC=C1)C (toluene). Product: NC(CC=1C=C2CCN(C2=C(C1)C(=O)N)CCCO[Si](C)(C)C(C)(C)C)C (5-(2-Amino-propyl)-1-[3-(tert-butyl-dimethyl-silanyloxy)-propyl]-2,3-dihydro-1H-indole-7-carboxylic acid amide). The yield is 78.3%. As a reaction SMILES: C(OC(=O)[NH:5][CH:6]([CH3:31])[CH2:7][C:8]1[CH:9]=[C:10]2[C:14](=[C:15]([C:17](=[O:19])[NH2:18])[CH:16]=1)[N:13]([CH2:20][CH2:21][CH2:22][O:23][Si:24]([C:27]([CH3:30])([CH3:29])[CH3:28])([CH3:26])[CH3:25])[CH2:12][CH2:11]2)C.[OH-].[K+]>C1(C)C=CC=CC=1>[NH2:5][CH:6]([CH3:31])[CH2:7][C:8]1[CH:9]=[C:10]2[C:14](=[C:15]([C:17]([NH2:18])=[O:19])[CH:16]=1)[N:13]([CH2:20][CH2:21][CH2:22][O:23][Si:24]([C:27]([CH3:30])([CH3:29])[CH3:28])([CH3:25])[CH3:26])[CH2:12][CH2:11]2 |f:1.2|. Procedure details: (2-{1-[3-(tert-Butyl-dimethyl-silanyloxy)-propyl]-7-carbamoyl-2,3-dihydro-1H-indol-5-yl}-1-methyl-ethyl)-carbamic acid ethyl ester (VI), (3 g, 0.006 mole) was heated to reflux in toluene (25 ml) with KOH (2 g:0.03 mole) for 3 h. Reaction mixture was quenched with water and toluene layer was separated and washed with water. The organic layer was dried over sodium sulphate. The solvent was evaporated under reduced to give 1.84 g of (VII) as brown oily mass. Starting materials: CCO, CCOC(=O)c1cc2c(COC3CCCCO3)cccc2n1Cc1ccc(Cl)c(Cl)c1, Cc1ccc(S(=O)(=O)O)cc1. The product is CCOC(=O)c1cc2c(CO)cccc2n1Cc1ccc(Cl)c(Cl)c1. RXN SMILES: [CH3:43][CH2:44][OH:45].[Cl:1][c:2]1[cH:3][c:4]([CH2:5][n:6]2[c:7]([C:23](=[O:24])[O:25][CH2:26][CH3:27])[cH:8][c:9]3[c:10]([CH2:15][O:16][CH:17]4[CH2:18][CH2:19][CH2:20][CH2:21][O:22]4)[cH:11][cH:12][cH:13][c:14]23)[cH:28][cH:29][c:30]1[Cl:31].[c:32]1([CH3:33])[cH:34][cH:35][c:36]([S:37]([OH:38])(=[O:39])=[O:40])[cH:41][cH:42]1>>[Cl:1][c:2]1[cH:3][c:4]([CH2:5][n:6]2[c:7]([C:23](=[O:24])[O:25][CH2:26][CH3:27])[cH:8][c:9]3[c:10]([CH2:15][OH:16])[cH:11][cH:12][cH:13][c:14]23)[cH:28][cH:29][c:30]1[Cl:31].